From a dataset of the Open Reaction Database (ORD), a public repository of structured organic reaction records. describe an organic reaction: reactants, conditions, products, and yield The reactants are C1CCOC1, C[Si](C)(C)[N-][Si](C)(C)C, Cl, N#Cc1cnc(-c2ccc(CN3CCC(c4nc5ccc(F)cc5[nH]4)CC3)cc2)c(-c2ccccc2)c1, [Li+], O=c1[nH]c2ccccc2n1C1CCNCC1, [Na+], [OH-]. Product: N=C(N)c1cnc(-c2ccc(CN3CCC(c4nc5ccc(F)cc5[nH]4)CC3)cc2)c(-c2ccccc2)c1. RXN SMILES: [CH2:67]1[O:68][CH2:69][CH2:70][CH2:71]1.[CH3:55][Si:56]([N-:57][Si:58]([CH3:59])([CH3:60])[CH3:61])([CH3:62])[CH3:63].[ClH:64].[F:1][c:2]1[cH:3][cH:4][c:5]2[c:6]([nH:7][c:8]([CH:10]3[CH2:11][CH2:12][N:13]([CH2:16][c:17]4[cH:18][cH:19][c:20](-[c:23]5[n:24][cH:25][c:26]([C:27]#[N:28])[cH:29][c:30]5-[c:31]5[cH:32][cH:33][cH:34][cH:35][cH:36]5)[cH:21][cH:22]4)[CH2:14][CH2:15]3)[n:9]2)[cH:37]1.[Li+:54].[NH:38]1[CH2:39][CH2:40][CH:41]([n:42]2[c:43]3[cH:44][cH:45][cH:46][cH:47][c:48]3[nH:49][c:50]2=[O:51])[CH2:52][CH2:53]1.[Na+:66].[OH-:65]>>[F:1][c:2]1[cH:3][cH:4][c:5]2[c:6]([nH:7][c:8]([CH:10]3[CH2:11][CH2:12][N:13]([CH2:16][c:17]4[cH:18][cH:19][c:20](-[c:23]5[n:24][cH:25][c:26]([C:27]([NH2:28])=[NH:38])[cH:29][c:30]5-[c:31]5[cH:32][cH:33][cH:34][cH:35][cH:36]5)[cH:21][cH:22]4)[CH2:14][CH2:15]3)[n:9]2)[cH:37]1.